From a dataset of the Open Reaction Database (ORD), a public repository of structured organic reaction records. describe an organic reaction: reactants, conditions, products, and yield Starting materials: C(C)(C)(C)OC(NC1(CCC1)C1=CC=C(C=C1)C1=C(OC2=C(C=CC=C2C1=O)Br)C1=CC=CC=C1)=O ({1-[4-(8-bromo-4-oxo-2-phenyl-4H-chromen-3-yl)-phenyl]-cyclobutyl}-carbamic acid tert-butyl ester), C(CCC)[Sn](C=C)(CCCC)CCCC (tributyl(vinyl)tin). The reagents and catalysts are C=1C=CC(=CC1)[P](C=2C=CC=CC2)(C=3C=CC=CC3)[Pd]([P](C=4C=CC=CC4)(C=5C=CC=CC5)C=6C=CC=CC6)([P](C=7C=CC=CC7)(C=8C=CC=CC8)C=9C=CC=CC9)[P](C=1C=CC=CC1)(C=1C=CC=CC1)C=1C=CC=CC1 (Tetrakis(triphenylphosphine)palladium(0)). The solvent is C1(=CC=CC=C1)C (toluene). Conditions: temperature 90 celsius, time 2 hour. Product: C(C)(C)(C)OC(NC1(CCC1)C1=CC=C(C=C1)C1=C(OC2=C(C=CC=C2C1=O)C=C)C1=CC=CC=C1)=O ({1-[4-(4-Oxo-2-phenyl-8-vinyl-4H-chromen-3-yl)-phenyl]-cyclobutyl}-carbamic acid tert-butyl ester). Yield: 89.7%. RXN SMILES: [C:1]([O:5][C:6](=[O:36])[NH:7][C:8]1([C:12]2[CH:17]=[CH:16][C:15]([C:18]3[C:27](=[O:28])[C:26]4[C:21](=[C:22](Br)[CH:23]=[CH:24][CH:25]=4)[O:20][C:19]=3[C:30]3[CH:35]=[CH:34][CH:33]=[CH:32][CH:31]=3)=[CH:14][CH:13]=2)[CH2:11][CH2:10][CH2:9]1)([CH3:4])([CH3:3])[CH3:2].[CH2:37]([Sn](CCCC)(CCCC)C=C)[CH2:38]CC>C1(C)C=CC=CC=1.C1C=CC([P]([Pd]([P](C2C=CC=CC=2)(C2C=CC=CC=2)C2C=CC=CC=2)([P](C2C=CC=CC=2)(C2C=CC=CC=2)C2C=CC=CC=2)[P](C2C=CC=CC=2)(C2C=CC=CC=2)C2C=CC=CC=2)(C2C=CC=CC=2)C2C=CC=CC=2)=CC=1>[C:1]([O:5][C:6](=[O:36])[NH:7][C:8]1([C:12]2[CH:17]=[CH:16][C:15]([C:18]3[C:27](=[O:28])[C:26]4[C:21](=[C:22]([CH:37]=[CH2:38])[CH:23]=[CH:24][CH:25]=4)[O:20][C:19]=3[C:30]3[CH:35]=[CH:34][CH:33]=[CH:32][CH:31]=3)=[CH:14][CH:13]=2)[CH2:11][CH2:10][CH2:9]1)([CH3:4])([CH3:3])[CH3:2] |^1:62,64,83,102|. Procedure: A solution of {1-[4-(8-bromo-4-oxo-2-phenyl-4H-chromen-3-yl)-phenyl]-cyclobutyl}-carbamic acid tert-butyl ester (100 mg, 0.183 mmol) in anhydrous toluene (3 mL) was degassed using argon. Tetrakis(triphenylphosphine)palladium(0) (21 mg, 0.018 mmol) and tributyl(vinyl)tin (0.080 mL, 0.274 mmol) were added. The reaction vial was degassed using argon and the reaction mixture was stirred at 90° C. for 2 h. The resultant mixture was allowed to cool to RT and subjected to flash chromatography (SiO2, gr... The reactants are BrC=1C=C(C(=O)OC(C)(C)C)C=C(C1)C1=NOC2(CCC2)C1 (tert-butyl 3-bromo-5-(5-oxa-6-azaspiro[3.4]oct-6-en-7-yl)benzoate), [Br-].CC=1C=CC(=NC1)[Zn+] (5-methyl-2-pyridylzinc bromide). Reagents/catalysts: CC(C)([P](C(C)(C)C)([Pd][P](C(C)(C)C)(C(C)(C)C)C(C)(C)C)C(C)(C)C)C (bis(tri-tert-butylphosphine)palladium(0)). Solvent: O1CCOCC1 (dioxane). Reaction conditions: temperature 70 celsius, time 1 hour. The product is CC=1C=CC(=NC1)C=1C=C(C(=O)OC(C)(C)C)C=C(C1)C1=NOC2(CCC2)C1 (tert-butyl 3-(5-methylpyridin-2-yl)-5-(5-oxa-6-azaspiro[3.4]oct-6-en-7-yl)benzoate). The yield is 96.7%. As a reaction SMILES: Br[C:2]1[CH:3]=[C:4]([CH:12]=[C:13]([C:15]2[CH2:22][C:18]3([CH2:21][CH2:20][CH2:19]3)[O:17][N:16]=2)[CH:14]=1)[C:5]([O:7][C:8]([CH3:11])([CH3:10])[CH3:9])=[O:6].[Br-].[CH3:24][C:25]1[CH:26]=[CH:27][C:28]([Zn+])=[N:29][CH:30]=1>O1CCOCC1.CC(C)([P](C(C)(C)C)([Pd][P](C(C)(C)C)(C(C)(C)C)C(C)(C)C)C(C)(C)C)C>[CH3:24][C:25]1[CH:26]=[CH:27][C:28]([C:2]2[CH:3]=[C:4]([CH:12]=[C:13]([C:15]3[CH2:22][C:18]4([CH2:21][CH2:20][CH2:19]4)[O:17][N:16]=3)[CH:14]=2)[C:5]([O:7][C:8]([CH3:11])([CH3:10])[CH3:9])=[O:6])=[N:29][CH:30]=1 |f:1.2,^1:40,46|. Procedure details: To a solution of tert-butyl 3-bromo-5-(5-oxa-6-azaspiro[3.4]oct-6-en-7-yl)benzoate (1.42 g, 3.88 mmol) and bis(tri-tert-butylphosphine)palladium(0) (59.0 mg, 0.12 mmol) in dioxane (20 mL) was added 5-methyl-2-pyridylzinc bromide (0.5 M in THF; 15.5 mL, 7.75 mmol). The reaction mixture was heated to 70° C. After 1 h, the reaction was cooled to ambient temperature and the solvent was evaporated. Saturated aqueous sodium potassium tartrate was adde and the mixture was extracted with ethyl acetae (3... Starting materials: Brc1ccnc2[nH]ccc12, C1CCOC1, CC(C)[Si](Cl)(C(C)C)C(C)C, [H-], [Na+]. Yields the product CC(C)[Si](C(C)C)(C(C)C)n1ccc2c(Br)ccnc21. RXN SMILES: [Br:3][c:4]1[c:5]2[c:6]([n:7][cH:8][cH:9]1)[nH:10][cH:11][cH:12]2.[CH2:24]1[O:25][CH2:26][CH2:27][CH2:28]1.[Cl:13][Si:14]([CH:15]([CH3:16])[CH3:17])([CH:18]([CH3:19])[CH3:20])[CH:21]([CH3:22])[CH3:23].[H-:1].[Na+:2]>>[Br:3][c:4]1[c:5]2[c:6]([n:7][cH:8][cH:9]1)[n:10]([Si:14]([CH:15]([CH3:16])[CH3:17])([CH:18]([CH3:19])[CH3:20])[CH:21]([CH3:22])[CH3:23])[cH:11][cH:12]2. The reactants are C(#N)C1=CNC2=CC=CC=C12 (3-cyanoindole), C(C)SP(O)(=S)CC (diethyldithiophosphonic acid), Cl (hydrogen chloride). The solvent is C(C)(=O)OCC (ethyl acetate). The product is Cl.N1C=C(C2=CC=CC=C12)C(N)=S (indole-3-thioamide hydrochloride). As a reaction SMILES: [C:1]([C:3]1[C:11]2[C:6](=[CH:7][CH:8]=[CH:9][CH:10]=2)[NH:5][CH:4]=1)#[N:2].C([S:14]P(CC)(=S)O)C.[ClH:20]>C(OCC)(=O)C>[ClH:20].[NH:5]1[C:6]2[C:11](=[CH:10][CH:9]=[CH:8][CH:7]=2)[C:3]([C:1](=[S:14])[NH2:2])=[CH:4]1 |f:4.5|. Reported procedure: To a solution of 1.0 g of 3-cyanoindole in 30 ml of ethyl acetate was added 1.1 ml of diethyldithiophosphonic acid. The solution was then saturated with gaseous hydrogen chloride and stirred at room temperature for 18 hours. The thioamide was isolated from the reaction mixture as a tan precipitate and used directly in the following reaction. The reactants are C(C1=CC=CC=C1)OC1=C(C=C[N+](=O)[O-])C(=CC2=C1O2)[N+](=O)[O-] (2-benzyloxy-3-epoxy-6,β-dinitrostyrene), C(C1=CC=CC=C1)OC1=C(C=C[N+](=O)[O-])C(=CC=C1OC)[N+](=O)[O-] (2-benzyloxy-3-methoxy-6,β-dinitrostyrene). Product: C(C1=CC=CC=C1)OC1=C2C=CNC2=CC=C1OC (4-benzyloxy-5-methoxyindole). The yield is 86.0%. Reaction SMILES: C(OC1C2OC=2C=C([N+]([O-])=O)C=1C=C[N+]([O-])=O)C1C=CC=CC=1.[CH2:24]([O:31][C:32]1[C:42]([O:43][CH3:44])=[CH:41][CH:40]=[C:39]([N+:45]([O-])=O)[C:33]=1[CH:34]=[CH:35][N+]([O-])=O)[C:25]1[CH:30]=[CH:29][CH:28]=[CH:27][CH:26]=1>>[CH2:24]([O:31][C:32]1[C:42]([O:43][CH3:44])=[CH:41][CH:40]=[C:39]2[C:33]=1[CH:34]=[CH:35][NH:45]2)[C:25]1[CH:26]=[CH:27][CH:28]=[CH:29][CH:30]=1. Procedure details: This compound is obtained according to the operating method described in Example 1c, in which the 2-benzyloxy-3-epoxy-6,β-dinitrostyrene is replaced with 2-benzyloxy-3-methoxy-6,β-dinitrostyrene. A white powder (yield=86%, m.p.=83°-84° C.) is obtained. Starting materials: N1(CCNCC1)C1=NC=CC=N1 (2-piperazin-1-yl-pyrimidine), C1(=CC=CC=C1)C=1N(C=C(N1)C1=CC=CC=C1)CC(=O)O ((2,4-diphenyl-imidazol-1-yl)-acetic acid), CN(C)C(=[N+](C)C)ON1C2=C(C=CC=C2)N=N1.[B-](F)(F)(F)F (TBTU), TEA. Solvent: CN(C)C=O (DMF). Conditions: time 8 hour. The product is C1(=CC=CC=C1)C=1N(C=C(N1)C1=CC=CC=C1)CC(=O)N1CCN(CC1)C1=NC=CC=N1 (2-(2,4-Diphenyl-imidazol-1-yl)-1-(4-pyrimidin-2-yl-piperazin-1-yl)-ethanone). The yield is 48.4%. RXN SMILES: [N:1]1([C:7]2[N:12]=[CH:11][CH:10]=[CH:9][N:8]=2)[CH2:6][CH2:5][NH:4][CH2:3][CH2:2]1.[C:13]1([C:19]2[N:20]([CH2:30][C:31](O)=[O:32])[CH:21]=[C:22]([C:24]3[CH:29]=[CH:28][CH:27]=[CH:26][CH:25]=3)[N:23]=2)[CH:18]=[CH:17][CH:16]=[CH:15][CH:14]=1.CN(C(ON1N=NC2C=CC=CC1=2)=[N+](C)C)C.[B-](F)(F)(F)F>CN(C=O)C>[C:13]1([C:19]2[N:20]([CH2:30][C:31]([N:4]3[CH2:5][CH2:6][N:1]([C:7]4[N:8]=[CH:9][CH:10]=[CH:11][N:12]=4)[CH2:2][CH2:3]3)=[O:32])[CH:21]=[C:22]([C:24]3[CH:25]=[CH:26][CH:27]=[CH:28][CH:29]=3)[N:23]=2)[CH:14]=[CH:15][CH:16]=[CH:17][CH:18]=1 |f:2.3|. Procedure: 40 mg 2-piperazin-1-yl-pyrimidine was added to 70 mg (2,4-diphenyl-imidazol-1-yl)-acetic acid, 80 mg TBTU, 50 μL TEA in 1 mL DMF. The reaction was stirred overnight at RT. The mixture was purified by HPLC to give 50 mg desired product. Starting materials: [Br-], Cc1ccc(C=O)cc1, OC(c1ccccc1)c1ccc(Cl)cc1C(F)(F)F, FC(F)(F)c1ccccc1[Mg+]. Product: Cc1ccc(C(O)c2ccccc2C(F)(F)F)cc1. RXN SMILES: [Br-:1].[CH3:13][c:14]1[cH:15][cH:16][c:17]([CH:18]=[O:19])[cH:20][cH:21]1.[F:22][C:23]([F:24])([F:25])[c:26]1[cH:27][c:28]([Cl:29])[cH:30][cH:31][c:32]1[CH:33]([OH:34])[c:35]1[cH:36][cH:37][cH:38][cH:39][cH:40]1.[F:2][C:3]([c:4]1[c:5]([Mg+:10])[cH:6][cH:7][cH:8][cH:9]1)([F:11])[F:12]>>[F:2][C:3]([c:4]1[c:5]([CH:18]([c:17]2[cH:16][cH:15][c:14]([CH3:13])[cH:21][cH:20]2)[OH:19])[cH:6][cH:7][cH:8][cH:9]1)([F:11])[F:12].